From a dataset of the Open Reaction Database (ORD), a public repository of structured organic reaction records. describe an organic reaction: reactants, conditions, products, and yield Reactants: O.O.O.C1(=CC=CC=C1)[O-].[Na+] (sodium phenolate trihydrate), C(C1=CC=CC=C1)Cl (benzyl chloride). Run in CO (methanol). The product is C(C1=CC=CC=C1)OC1=CC=CC=C1 (phenyl benzyl ether). Isolated yield 66.9%. RXN SMILES: O.O.O.[C:4]1([O-:10])[CH:9]=[CH:8][CH:7]=[CH:6][CH:5]=1.[Na+].[CH2:12](Cl)[C:13]1[CH:18]=[CH:17][CH:16]=[CH:15][CH:14]=1>CO>[CH2:12]([O:10][C:4]1[CH:9]=[CH:8][CH:7]=[CH:6][CH:5]=1)[C:13]1[CH:18]=[CH:17][CH:16]=[CH:15][CH:14]=1 |f:0.1.2.3.4|. Procedure: A mixture of sodium phenolate trihydrate (10.2 g; 60 mmole) and benzyl chloride (6.4 ml; 56 mmole) in methanol (150 ml) was pumped through the system (15 ml/minute; 146°-7° C.; 1000-1050 kPa). The MeOH was rotary evaporated off and the residue recrystallised from EtOH to afford colourless needles of phenyl benzyl ether (6.9 g; 67% yield), m.p. 36°-36.3° C. The reactants are FC1=C(C=CC(=C1)[N+](=O)[O-])NC1=C(C#N)C=CC=C1 (2-(2-fluoro-4-nitrophenylamino)-benzonitrile), C(CN)N (ethylenediamine). The product is FC1=C(C=CC(=C1)[N+](=O)[O-])NC1=C(C=CC=C1)C=1NCCN1 (2-(2-(2-Fluoro-4-nitrophenylamino)-phenyl)-2-imidazoline). Yield: 60.0%. As a reaction SMILES: [F:1][C:2]1[CH:7]=[C:6]([N+:8]([O-:10])=[O:9])[CH:5]=[CH:4][C:3]=1[NH:11][C:12]1[CH:19]=[CH:18][CH:17]=[CH:16][C:13]=1[C:14]#[N:15].[CH2:20](N)[CH2:21][NH2:22]>>[F:1][C:2]1[CH:7]=[C:6]([N+:8]([O-:10])=[O:9])[CH:5]=[CH:4][C:3]=1[NH:11][C:12]1[CH:19]=[CH:18][CH:17]=[CH:16][C:13]=1[C:14]1[NH:22][CH2:21][CH2:20][N:15]=1. Procedure: A mixture of 8.5 g (33 mmol) of 2-(2-fluoro-4-nitrophenylamino)-benzonitrile and 16.7 ml (249 mmol) of ethylenediamine was heated in an autoclave to 180° for 1 hour, and the reaction mixture was then worked up as described in Example (1a). After crystallisation from dichloromethane and ether/petroleum ether, the reaction product was obtained in a 60% yield. The reactants are C1(C(=C)CC(=O)O1)=O (itaconic anhydride), C(CCCCCCCC)N (nonylamine). Solvent: N1=CC=CC=C1 (pyridine). Run at temperature 90 celsius. Product: C=C1C(N(C(C1)=O)CCCCCCCCC)=O (3-Methylene-1-nonylpyrrolidine-2,5-dione). Reaction SMILES: [C:1]1(=[O:8])O[C:5](=[O:6])[CH2:4][C:2]1=[CH2:3].[CH2:9]([NH2:18])[CH2:10][CH2:11][CH2:12][CH2:13][CH2:14][CH2:15][CH2:16][CH3:17]>N1C=CC=CC=1>[CH2:3]=[C:2]1[CH2:4][C:5](=[O:6])[N:18]([CH2:9][CH2:10][CH2:11][CH2:12][CH2:13][CH2:14][CH2:15][CH2:16][CH3:17])[C:1]1=[O:8]. Procedure: A solution of itaconic anhydride (0.1 M) in pyridine (20 ml)was treated with nonylamine (0.1 M). The reaction mixture was heated to 90° C. for six hours. The reaction mixture was then concentrated in vacuo and the residue was extracted into ethyl acetate. The ethyl acetate layer was washed with water and with cold aqueous hydrochloric acid, then dried over sodium sulphate and finally concentrated in vacuo. The residue obtained was chromatographed over silica gel to afford the desired product. Starting materials: BrC=1C2=C(C=NC1)N=C(N2CC)C=2C(=NON2)N (4-(7-Bromo-1-ethyl-1H-imidazo[4,5-c]pyridin-2-yl)furazan-3-ylamine), Tris(dibenzylidene-acetone)dipalladium, C1(=CC=CC=C1)P(C1=C(C2=CC=CC=C2C=C1)C1=C(C=CC2=CC=CC=C12)P(C1=CC=CC=C1)C1=CC=CC=C1)C1=CC=CC=C1 (racemic-2,2′-Bis(diphenylphosphino)-1,1′-binaphthyl), COC1=CC=C(C=C1)S (4-methoxybenzenethiol), CC(C)([O-])C.[Na+] (sodium tert-butoxide). The solvent is O1CCOCC1 (1,4-dioxane), C1(=CC=CC=C1)C (toluene), C(C)(=O)OCC (ethyl acetate), CO (methanol). Conditions: temperature 175 celsius. The product is C(C)N1C(=NC=2C=NC=C(C21)SC2=CC=C(C=C2)OC)C=2C(=NON2)N (4-[1-Ethyl-7-(4-methoxy-phenylsulfanyl)-1H-imidazo[4,5-c]pyridin-2-yl]-furazan-3-ylamine). Yield: 0.0%. Reaction SMILES: Br[C:2]1[C:3]2[N:10]([CH2:11][CH3:12])[C:9]([C:13]3[C:14]([NH2:18])=[N:15][O:16][N:17]=3)=[N:8][C:4]=2[CH:5]=[N:6][CH:7]=1.C1(P(C2C=CC=CC=2)C2C=CC3C(=CC=CC=3)C=2C2C3C(=CC=CC=3)C=CC=2P(C2C=CC=CC=2)C2C=CC=CC=2)C=CC=CC=1.[CH3:65][O:66][C:67]1[CH:72]=[CH:71][C:70]([SH:73])=[CH:69][CH:68]=1.CC(C)([O-])C.[Na+]>O1CCOCC1.C1(C)C=CC=CC=1.C(OCC)(=O)C.CO>[CH2:11]([N:10]1[C:3]2[C:2]([S:73][C:70]3[CH:71]=[CH:72][C:67]([O:66][CH3:65])=[CH:68][CH:69]=3)=[CH:7][N:6]=[CH:5][C:4]=2[N:8]=[C:9]1[C:13]1[C:14]([NH2:18])=[N:15][O:16][N:17]=1)[CH3:12] |f:3.4|. Procedure: Under Ar, a solution of the product from Example 100 (53.2 mg, 172 mol) in 1,4-dioxane (1 ml) and toluene (1.5 ml) was treated with Tris(dibenzylidene-acetone)dipalladium (15 mg, 17 mol), racemic-2,2′-Bis(diphenylphosphino)-1,1′-binaphthyl (20 mg, 34 mol), 4-methoxybenzenethiol (26 l, 206 mol), and sodium tert-butoxide (23.5 mg, 241 mol). This mixture was then heated to 175° C. by microwave for 1 h. After cooled to ambient temperture, the reaction mixture was diluted with ethyl acetate (30 ml) a... The reactants are [BH4-], [BH4-], CCOCC, Cl, CCOC(=O)C(Cc1ccc2c(c1)OC(F)(F)O2)C(=O)c1ccc(F)cc1, [Zn+2]. Yields the product CCOC(=O)C(Cc1ccc2c(c1)OC(F)(F)O2)C(O)c1ccc(F)cc1. Reaction SMILES: [BH4-:34].[BH4-:36].[CH3:29][CH2:30][O:31][CH2:32][CH3:33].[ClH:28].[F:1][C:2]1([F:27])[O:3][c:4]2[c:5]([cH:7][cH:8][c:9]([CH2:11][CH:12]([C:13](=[O:14])[O:15][CH2:16][CH3:17])[C:18](=[O:19])[c:20]3[cH:21][cH:22][c:23]([F:26])[cH:24][cH:25]3)[cH:10]2)[O:6]1.[Zn+2:35]>>[F:1][C:2]1([F:27])[O:3][c:4]2[c:5]([cH:7][cH:8][c:9]([CH2:11][CH:12]([C:13](=[O:14])[O:15][CH2:16][CH3:17])[CH:18]([OH:19])[c:20]3[cH:21][cH:22][c:23]([F:26])[cH:24][cH:25]3)[cH:10]2)[O:6]1. Reactants: O=C(Cl)OCc1ccccc1, Cl, Cn1ccnc1N, [Na+], [OH-]. Yields the product Cn1ccnc1NC(=O)OCc1ccccc1. Reaction SMILES: [CH2:9]([c:10]1[cH:11][cH:12][cH:13][cH:14][cH:15]1)[O:16][C:17](=[O:18])[Cl:19].[ClH:1].[NH2:2][c:3]1[n:4]([CH3:8])[cH:5][cH:6][n:7]1.[Na+:21].[OH-:20]>>[NH:2]([c:3]1[n:4]([CH3:8])[cH:5][cH:6][n:7]1)[C:17]([O:16][CH2:9][c:10]1[cH:11][cH:12][cH:13][cH:14][cH:15]1)=[O:18]. Reactants: C(Cl)Cl (methylene chloride), C=C (ethylene), ClC(P(=O)(Cl)Cl)(Cl)Cl (trichloromethane phosphonic dichloride), ferric chloride. Reagents/catalysts: [Ag] (silver). Yields the product ClC(CCCl)(P(=O)(Cl)Cl)Cl (1,1,3-trichloropropane-1-phosphonic dichloride). As a reaction SMILES: [CH2:1]=C.[Cl:3][C:4]([Cl:10])(Cl)[P:5]([Cl:8])([Cl:7])=[O:6].[CH2:11]([Cl:13])Cl>[Ag]>[Cl:3][C:4]([Cl:10])([P:5]([Cl:8])([Cl:7])=[O:6])[CH2:1][CH2:11][Cl:13]. Procedure: 5.6 g (0.2 mole) ethylene, 23.6 g (0.1 mole) trichloromethane phosphonic dichloride, 162 mg (1 mmole) anhydrous ferric chloride and 366 mg (1 mmole) dibenzpinacol were heated in a 100 ml silver-lined autoclave in 40 ml dry methylene chloride at 120° during 14 hours. During this time the pressure fell from 500 to 220 psi. After cooling, the reaction product was extracted three times with ice-cold 1N aqueous hydrochloric acid after take-up in methylene chloride and dried on calcium chloride. Evapo...